Dataset: the Open Reaction Database (ORD), a public repository of structured organic reaction records. Task: describe an organic reaction: reactants, conditions, products, and yield Reactants: BrC=1C=C2C(CCN(C2=NC1)C(=O)N)(F)F (6-bromo-4,4-difluoro-3,4-dihydro-2H [1,8]naphthyridine-1-carboxylic acid amide), CC1(OB(OC1(C)C)C=1C=NC=CC1)C (3-(4,4,5,5-tetramethyl-[1,3,2]dioxaborolan-2-yl)-pyridine), C(=O)([O-])[O-].[K+].[K+] (K2CO3), CCOC(=O)C (EtOAc). Reagents/catalysts: CC(C)(C)P(C1=CC=C(C=C1)N(C)C)C(C)(C)C.CC(C)(C)P(C1=CC=C(C=C1)N(C)C)C(C)(C)C.Cl[Pd]Cl (bis(di-tert-butyl(4-dimethylaminophenyl)phosphine)dichloropalladium (II)). Run in O1CCOCC1.O (dioxane water). Conditions: temperature 100 celsius. Yields the product FC1(CCN(C2=NC=C(C=C12)C=1C=NC=CC1)C(=O)N)F (4,4-Difluoro-6-pyridin-3-yl-3,4-dihydro-2H-[1,8]naphthyridine-1-carboxylic acid amide). Yield: 44.3%. Reaction SMILES: Br[C:2]1[CH:3]=[C:4]2[C:9](=[N:10][CH:11]=1)[N:8]([C:12]([NH2:14])=[O:13])[CH2:7][CH2:6][C:5]2([F:16])[F:15].CC1(C)C(C)(C)OB([C:25]2[CH:26]=[N:27][CH:28]=[CH:29][CH:30]=2)O1.C([O-])([O-])=O.[K+].[K+].CCOC(C)=O>O1CCOCC1.O.CC(P(C(C)(C)C)C1C=CC(N(C)C)=CC=1)(C)C.CC(P(C(C)(C)C)C1C=CC(N(C)C)=CC=1)(C)C.Cl[Pd]Cl>[F:15][C:5]1([F:16])[C:4]2[C:9](=[N:10][CH:11]=[C:2]([C:25]3[CH:26]=[N:27][CH:28]=[CH:29][CH:30]=3)[CH:3]=2)[N:8]([C:12]([NH2:14])=[O:13])[CH2:7][CH2:6]1 |f:2.3.4,6.7,8.9.10|. Procedure details: A mixture of 6-bromo-4,4-difluoro-3,4-dihydro-2H [1,8]naphthyridine-1-carboxylic acid amide (89.6 mg, 0.31 mmol), 3-(4,4,5,5-tetramethyl-[1,3,2]dioxaborolan-2-yl)-pyridine (92.3 mg, 0.46 mmol), K2CO3 (105 mg, 0.77 mmol) and bis(di-tert-butyl(4-dimethylaminophenyl)phosphine)dichloropalladium (II) (21.8 mg, 0.03 mmol) in 1 mL dioxane/water (9:1) is heated at 100° C. for 2 hrs. 30 mL of EtOAc is added. The mixture is washed with 2×10 mL of NaHCO3 and 1×10 mL brine. The organic phase is dried with M... The reactants are CC(=O)Cc1ccc(OCc2cc(=O)c(OCc3ccccc3)co2)cc1, CO. Yields the product CC(=O)Cc1ccc(OCc2cc(=O)c(O)co2)cc1. Reaction SMILES: [CH2:1]([C:2](=[O:3])[CH3:4])[c:5]1[cH:6][cH:7][c:8]([O:9][CH2:10][c:11]2[o:12][cH:13][c:14]([O:18][CH2:19][c:20]3[cH:21][cH:22][cH:23][cH:24][cH:25]3)[c:15](=[O:17])[cH:16]2)[cH:26][cH:27]1.[CH3:28][OH:29]>>[CH2:1]([C:2](=[O:3])[CH3:4])[c:5]1[cH:6][cH:7][c:8]([O:9][CH2:10][c:11]2[o:12][cH:13][c:14]([OH:18])[c:15](=[O:17])[cH:16]2)[cH:26][cH:27]1. Reactants: Br[Mg]c1ccccc1, CCOC(=O)CC#N, [Cl-], [Mg], [NH4+], Brc1ccccc1. Yields the product CCOC(=O)C=C(N)c1ccccc1. RXN SMILES: [Br:9][Mg:10][c:11]1[cH:12][cH:13][cH:14][cH:15][cH:16]1.[C:17](#[N:18])[CH2:19][C:20](=[O:21])[O:22][CH2:23][CH3:24].[Cl-:25].[Mg:8].[NH4+:26].[c:1]1([Br:7])[cH:2][cH:3][cH:4][cH:5][cH:6]1>>[c:1]1([C:17]([NH2:18])=[CH:19][C:20](=[O:21])[O:22][CH2:23][CH3:24])[cH:2][cH:3][cH:4][cH:5][cH:6]1. Starting materials: Fc1ccc(Br)cn1, COC(=O)C(I)=CC1CCCC1. Yields the product COC(=O)C(=CC1CCCC1)c1ccc(F)nc1. As a reaction SMILES: [Br:1][c:2]1[cH:3][cH:4][c:5]([F:8])[n:6][cH:7]1.[CH:9]1([CH:14]=[C:15]([C:16](=[O:17])[O:18][CH3:19])[I:20])[CH2:10][CH2:11][CH2:12][CH2:13]1>>[c:2]1([C:15](=[CH:14][CH:9]2[CH2:10][CH2:11][CH2:12][CH2:13]2)[C:16](=[O:17])[O:18][CH3:19])[cH:3][cH:4][c:5]([F:8])[n:6][cH:7]1. As a reaction SMILES: [CH3:34][OH:35].[I+3:1]([O-:2])([O-:3])([O-:4])[O-:5].[Na+:6].[OH2:36].[OH:7][C:8]1([CH2:14][CH2:15][N:16]2[CH:17]([CH2:22][CH2:23][CH2:24][c:25]3[cH:26][cH:27][c:28]([C:29](=[O:30])[OH:31])[cH:32][cH:33]3)[S:18][CH2:19][C:20]2=[O:21])[CH2:9][CH2:10][CH2:11][CH2:12][CH2:13]1>>[O:2]=[S:18]1[CH:17]([CH2:22][CH2:23][CH2:24][c:25]2[cH:26][cH:27][c:28]([C:29](=[O:30])[OH:31])[cH:32][cH:33]2)[N:16]([CH2:15][CH2:14][C:8]2([OH:7])[CH2:9][CH2:10][CH2:11][CH2:12][CH2:13]2)[C:20](=[O:21])[CH2:19]1. Yields the product O=C(O)c1ccc(CCCC2N(CCC3(O)CCCCC3)C(=O)CS2=O)cc1. Reactants: CO, [O-][I+3]([O-])([O-])[O-], [Na+], O, O=C(O)c1ccc(CCCC2SCC(=O)N2CCC2(O)CCCCC2)cc1. Reactants: FC(C1=CC=C(C=C1)C1=CC=C(C=C1)Br)(F)F (4'-trifluoromethyl-4-bromo[1,1']biphenyl), FC(C1=CC=C(C=C1)C1=CC=C(C=C1)Br)(F)F (4'-trifluoromethyl-4-bromo-[1,1']biphenyl), C(C)=O (acetaldehyde), [Mg] (magnesium). Reagents/catalysts: BrBr (bromine). Solvent: O1CCCC1 (tetrahydrofuran), O1CCCC1 (tetrahydrofuran). Conditions: temperature 0 celsius. The product is FC(C1=CC=C(C=C1)C1=CC=C(C=C1)C(C)O)(F)F (1-(4'-trifluoromethyl-[1,1']-biphenyl-4-yl)-ethanol). As a reaction SMILES: [Mg].[F:2][C:3]([F:18])([F:17])[C:4]1[CH:9]=[CH:8][C:7]([C:10]2[CH:15]=[CH:14][C:13](Br)=[CH:12][CH:11]=2)=[CH:6][CH:5]=1.[CH:19](=[O:21])[CH3:20]>O1CCCC1.BrBr>[F:2][C:3]([F:18])([F:17])[C:4]1[CH:9]=[CH:8][C:7]([C:10]2[CH:15]=[CH:14][C:13]([CH:19]([OH:21])[CH3:20])=[CH:12][CH:11]=2)=[CH:6][CH:5]=1. Procedure: To a stirred suspension of 1.5 g of magnesium turnings in 10 ml of dry tetrahydrofuran, add a small amount of 4'-trifluoromethyl-4-bromo[1,1']biphenyl and a few drops of bromine. When the reaction is started, add (dropwise) a solution of 16 g of 4'-trifluoromethyl-4-bromo-[1,1']biphenyl in 50 ml of tetrahydrofuran at 50°-60° C. Heat the mixture for one hour, cool to 0° C., and slowly (dropwise) add 7 g of acetaldehyde. Stir the reaction mixture at room temperature for twenty hours. Work-up the r... The reactants are Cl (HCl), CC(C)=C (isobutylene), OS(=O)(=O)O (H2SO4), CCC(CC)C=1C=C(C[C@H](N)C(=O)O)C=CC1 (3-(3-pentyl)-L-phenylalanine), Cl (HCl). Run in O1CCOCC1 (1,4-dioxane). The product is CCC(CC)C=1C=C(C[C@H](N)C(=O)OC(C)(C)C)C=CC1 (tert-butyl 3-(3-pentyl)-L-phenylalaninate). Isolated yield 74.0%. RXN SMILES: [CH3:1][CH2:2][CH:3]([C:6]1[CH:7]=[C:8]([CH:15]=[CH:16][CH:17]=1)[CH2:9][C@@H:10]([C:12]([OH:14])=[O:13])[NH2:11])[CH2:4][CH3:5].Cl.[CH3:19][C:20](=[CH2:22])[CH3:21].OS(O)(=O)=O>O1CCOCC1>[CH3:5][CH2:4][CH:3]([C:6]1[CH:7]=[C:8]([CH:15]=[CH:16][CH:17]=1)[CH2:9][C@@H:10]([C:12]([O:14][C:20]([CH3:22])([CH3:21])[CH3:19])=[O:13])[NH2:11])[CH2:2][CH3:1]. Procedure: According to example 54, 0.60 g of 3-(3-pentyl)-L-phenylalanine.HCl was treated with 30 mL of isobutylene in 35 mL of 1,4-dioxane in the presence of 0.5 mL of conc. H2SO4. Work-up in the usual manner followed by acidification with 2 mL of 1N ethereal HCl afforded 0.53 g (74%) of tert-butyl 3-(3-pentyl)-L-phenylalaninate.HCl as a light yellow glass. Reactants: OC(C#CC1(CCCCC1)O)C1=CC=C(C=C1)C (1-(3-Hydroxy-3-(p-tolyl)propyn-1-yl)cyclohexanol). Reagents/catalysts: [O-2].[O-2].[Mn+4] (manganese dioxide). Run in ClCCl (dichloromethane). Run at time 5 hour. Product: OC1(CCCCC1)C#CC(=O)C1=CC=C(C=C1)C (3-(1-Hydroxycyclohexyl)-1-(p-tolyl)-2-propyn-1-one). The yield is 90.9%. As a reaction SMILES: [OH:1][CH:2]([C:12]1[CH:17]=[CH:16][C:15]([CH3:18])=[CH:14][CH:13]=1)[C:3]#[C:4][C:5]1([OH:11])[CH2:10][CH2:9][CH2:8][CH2:7][CH2:6]1>ClCCl.[O-2].[O-2].[Mn+4]>[OH:11][C:5]1([C:4]#[C:3][C:2]([C:12]2[CH:17]=[CH:16][C:15]([CH3:18])=[CH:14][CH:13]=2)=[O:1])[CH2:10][CH2:9][CH2:8][CH2:7][CH2:6]1 |f:2.3.4|. Procedure details: To a solution of 1-(3-hydroxy-3-(p-tolyl)propyn-1-yl)cyclohexanol (Reference Example 2) (593 mg, 2.42 mmol) in dichloromethane (20 mL), manganese dioxide (1.15 g, 13.2 mmol) was added, and the obtained solution was stirred at room temperature for 5 hours. The reaction solution was filtered through Celite and the filtrate was concentrated under reduced pressure. The residue was purified by flash chromatography (silica gel, n-hexane/ethyl acetate) to obtain the captioned compound (534 mg, 2.20 mmo...